Dataset: the Open Reaction Database (ORD), a public repository of structured organic reaction records. Task: describe an organic reaction: reactants, conditions, products, and yield Starting materials: CCCCCC1COC(c2cc(F)c(Br)c(F)c2)OC1, CN1CCCC1=O, N#C[Cu], O. Yields the product CCCCCC1COC(c2cc(F)c(C#N)c(F)c2)OC1. As a reaction SMILES: [Br:1][c:2]1[c:3]([F:20])[cH:4][c:5]([CH:9]2[O:10][CH2:11][CH:12]([CH2:15][CH2:16][CH2:17][CH2:18][CH3:19])[CH2:13][O:14]2)[cH:6][c:7]1[F:8].[CH3:24][N:25]1[CH2:26][CH2:27][CH2:28][C:29]1=[O:30].[Cu:21][C:22]#[N:23].[OH2:31]>>[c:2]1([C:22]#[N:23])[c:3]([F:20])[cH:4][c:5]([CH:9]2[O:10][CH2:11][CH:12]([CH2:15][CH2:16][CH2:17][CH2:18][CH3:19])[CH2:13][O:14]2)[cH:6][c:7]1[F:8]. The reactants are BrCc1ccccc1, Brc1ccc2[nH]c(-c3ccccc3)c(Cc3ccccc3)c2c1, CN(C)C=O. Yields the product Brc1ccc2c(c1)c(Cc1ccccc1)c(-c1ccccc1)n2Cc1ccccc1. As a reaction SMILES: [Br:24][CH2:25][c:26]1[cH:27][cH:28][cH:29][cH:30][cH:31]1.[CH2:1]([c:2]1[cH:3][cH:4][cH:5][cH:6][cH:7]1)[c:8]1[c:9](-[c:18]2[cH:19][cH:20][cH:21][cH:22][cH:23]2)[nH:10][c:11]2[cH:12][cH:13][c:14]([Br:17])[cH:15][c:16]12.[O:32]=[CH:33][N:34]([CH3:35])[CH3:36]>>[CH2:1]([c:2]1[cH:3][cH:4][cH:5][cH:6][cH:7]1)[c:8]1[c:9](-[c:18]2[cH:19][cH:20][cH:21][cH:22][cH:23]2)[n:10]([CH2:25][c:26]2[cH:27][cH:28][cH:29][cH:30][cH:31]2)[c:11]2[cH:12][cH:13][c:14]([Br:17])[cH:15][c:16]12. Reactants: NC=1C=CC(=C(C1)C(=O)NC1=CC=C(C=C1)CC(=O)OCC)Cl (ethyl (4-{[(5-amino-2-chlorophenyl)carbonyl]amino}phenyl)acetate), C([O-])([O-])=O.[K+].[K+] (potassium carbonate), C(C1=CC=CC=C1)Br (benzyl bromide). Solvent: CN(C)C=O (DMF), C(C)(=O)OCC (ethyl acetate). Reaction conditions: time 8 hour. The product is ClC1=C(C=C(C=C1)NCC1=CC=CC=C1)C(=O)NC1=CC=C(C=C1)CC(=O)OCC (Ethyl {4-[({2-chloro-5-[(phenylmethyl)amino]phenyl}carbonyl)amino]phenyl}acetate). Isolated yield 23.6%. Reaction SMILES: [NH2:1][C:2]1[CH:3]=[CH:4][C:5]([Cl:23])=[C:6]([C:8]([NH:10][C:11]2[CH:16]=[CH:15][C:14]([CH2:17][C:18]([O:20][CH2:21][CH3:22])=[O:19])=[CH:13][CH:12]=2)=[O:9])[CH:7]=1.C(=O)([O-])[O-].[K+].[K+].[CH2:30](Br)[C:31]1[CH:36]=[CH:35][CH:34]=[CH:33][CH:32]=1>CN(C=O)C.C(OCC)(=O)C>[Cl:23][C:5]1[CH:4]=[CH:3][C:2]([NH:1][CH2:30][C:31]2[CH:36]=[CH:35][CH:34]=[CH:33][CH:32]=2)=[CH:7][C:6]=1[C:8]([NH:10][C:11]1[CH:16]=[CH:15][C:14]([CH2:17][C:18]([O:20][CH2:21][CH3:22])=[O:19])=[CH:13][CH:12]=1)=[O:9] |f:1.2.3|. Procedure details: A solution of ethyl (4-{[(5-amino-2-chlorophenyl)carbonyl]amino}phenyl)acetate (300 mg, 0.90 mmol) in DMF (5 ml) was treated with potassium carbonate (152 mg, 1.1 mmol, 1.2 eq) and benzyl bromide (215 ul, 1.8 mmol, 2 eq) and stirred at room temperature overnight. The mixture was diluted with ethyl acetate (150 ml) and washed with water (2×80 ml) and brine (80 ml). Organic layer dried over magnesium sulphate and evaporated in vacuo. The residue was purified by column chromatography (Biotage SP4, ... Reactants: ester, C(C1=CC=CC=C1)(C1=CC=CC=C1)(C1=CC=CC=C1)CCC(=S)O (3-tritylthiopropionic acid), pentachlorophenyl ester, tetrapeptide hydrazide, C(C1=CC=CC=C1)(C1=CC=CC=C1)(C1=CC=CC=C1)CCC(=S)O (3-tritylthiopropionic acid), C1(CCCCC1)N=C=NC1CCCCC1 (dicyclohexylcarbodiimide), ClC1=C(C(=C(C(=C1O)Cl)Cl)Cl)Cl (pentachlorophenol). Run in O1CCCC1 (tetrahydrofuran). Run at temperature 0 celsius, time 1 hour. The product is ClC1=C(C(=C(C(=C1OC(CCC(C1=CC=CC=C1)(C1=CC=CC=C1)C1=CC=CC=C1)=S)Cl)Cl)Cl)Cl (3-tritylthiopropionic acid pentachlorophenyl ester). Reaction SMILES: [C:1]([CH2:20][CH2:21][C:22]([OH:24])=[S:23])([C:14]1[CH:19]=[CH:18][CH:17]=[CH:16][CH:15]=1)([C:8]1[CH:13]=[CH:12][CH:11]=[CH:10][CH:9]=1)[C:2]1[CH:7]=[CH:6][CH:5]=[CH:4][CH:3]=1.[Cl:25][C:26]1[C:31](O)=[C:30]([Cl:33])[C:29]([Cl:34])=[C:28]([Cl:35])[C:27]=1[Cl:36].C1(N=C=NC2CCCCC2)CCCCC1>O1CCCC1>[Cl:25][C:26]1[C:31]([O:24][C:22](=[S:23])[CH2:21][CH2:20][C:1]([C:8]2[CH:13]=[CH:12][CH:11]=[CH:10][CH:9]=2)([C:14]2[CH:15]=[CH:16][CH:17]=[CH:18][CH:19]=2)[C:2]2[CH:7]=[CH:6][CH:5]=[CH:4][CH:3]=2)=[C:30]([Cl:33])[C:29]([Cl:34])=[C:28]([Cl:35])[C:27]=1[Cl:36]. Procedure: In a preferred embodiment of the preparation of the above first tetrapeptide hydrazide, the activated ester of 3-tritylthiopropionic acid, preferably the pentachlorophenyl ester, is prepared by combining substantially equimolar amounts of 3-tritylthiopropionic acid, pentachlorophenol and dicyclohexylcarbodiimide in an inert organic solvent, preferably tetrahydrofuran, at about 0° to 10° C. The mixture is stirred at about 0° to 10° C for about 1 hour and then at about 20° to 30° C for about 1 hou... The reactants are C(C)(C)(C)OC(=O)NCCCN(C(=O)NC(C1=CC=CC=C1)C(=O)OC)CC(=O)O ((1-(3-tert-butoxycarbonylaminopropyl)-3-(methoxycarbonylphenylmethyl)ureido)acetic acid), FC(C(=O)O)(F)F (trifluoroacetic acid). Product: FC(C(=O)O)(F)F.NCCCN(C(=O)NC(C1=CC=CC=C1)C(=O)OC)CC(=O)O ((1-(3-Aminopropyl)-3-(methoxycarbonylphenylmethyl)ureido)acetic acid trifluoroacetate). Reaction SMILES: C(OC([NH:8][CH2:9][CH2:10][CH2:11][N:12]([CH2:27][C:28]([OH:30])=[O:29])[C:13]([NH:15][CH:16]([C:23]([O:25][CH3:26])=[O:24])[C:17]1[CH:22]=[CH:21][CH:20]=[CH:19][CH:18]=1)=[O:14])=O)(C)(C)C.[F:31][C:32]([F:37])([F:36])[C:33]([OH:35])=[O:34]>>[F:31][C:32]([F:37])([F:36])[C:33]([OH:35])=[O:34].[NH2:8][CH2:9][CH2:10][CH2:11][N:12]([CH2:27][C:28]([OH:30])=[O:29])[C:13]([NH:15][CH:16]([C:23]([O:25][CH3:26])=[O:24])[C:17]1[CH:18]=[CH:19][CH:20]=[CH:21][CH:22]=1)=[O:14] |f:2.3|. Procedure details: 2.3 g (5.4 mmol) of (1-(3-tert-butoxycarbonylaminopropyl)-3-(methoxycarbonylphenylmethyl)ureido)acetic acid are stirred at room temperature for 2 h together with 20 ml of 90% strength aqueous trifluoroacetic acid. After concentrating, the mixture is freeze dried. Starting materials: CC(C)(C)c1ccc2c(c1)CCC2NC(=O)Nc1cccc2c1cnn2C(=O)OCCNC(=O)OCc1ccccc1, CO, Cl, [H][H]. The product is CC(C)(C)c1ccc2c(c1)CCC2NC(=O)Nc1cccc2c1cnn2C(=O)OCCN, Cl. As a reaction SMILES: [C:1]([CH3:2])([CH3:3])([CH3:4])[c:5]1[cH:6][c:7]2[c:11]([cH:12][cH:13]1)[CH:10]([NH:14][C:15](=[O:16])[NH:17][c:18]1[c:19]3[cH:20][n:21][n:22]([C:27](=[O:28])[O:29][CH2:30][CH2:31][NH:32][C:33]([O:34][CH2:35][c:36]4[cH:37][cH:38][cH:39][cH:40][cH:41]4)=[O:42])[c:23]3[cH:24][cH:25][cH:26]1)[CH2:9][CH2:8]2.[CH3:46][OH:47].[ClH:43].[H:44][H:45]>>[C:1]([CH3:2])([CH3:3])([CH3:4])[c:5]1[cH:6][c:7]2[c:11]([cH:12][cH:13]1)[CH:10]([NH:14][C:15](=[O:16])[NH:17][c:18]1[c:19]3[cH:20][n:21][n:22]([C:27](=[O:28])[O:29][CH2:30][CH2:31][NH2:32])[c:23]3[cH:24][cH:25][cH:26]1)[CH2:9][CH2:8]2.[ClH:43]. Starting materials: CC1(NC2=CC=C(C=C2C(=C1)C)OS(=O)(=O)C(F)(F)F)C (Trifluoromethanesulfonic acid 2,2,4-trimethyl-1,2-dihydroquinolin-6-yl ester), COC=1C=C(C=CC1OC)B(O)O (3,4-dimethoxyphenylboronic acid), C1(=CC=CC=C1)CCS (2-phenylethanethiol). Product: COC=1C=C(C=CC1OC)C=1C=C2C(=CC(NC2=CC1)(C)C)CSCCC1=CC=CC=C1 (6-(3,4-Dimethoxyphenyl)-2,2-dimethyl-4-phenethylsulfanylmethyl-1,2-dihydroquinoline). As a reaction SMILES: [CH3:1][C:2]1([CH3:21])[CH:11]=[C:10]([CH3:12])[C:9]2[C:4](=[CH:5][CH:6]=[C:7](OS(C(F)(F)F)(=O)=O)[CH:8]=2)[NH:3]1.[CH3:22][O:23][C:24]1[CH:25]=[C:26](B(O)O)[CH:27]=[CH:28][C:29]=1[O:30][CH3:31].[C:35]1([CH2:41][CH2:42][SH:43])[CH:40]=[CH:39][CH:38]=[CH:37][CH:36]=1>>[CH3:22][O:23][C:24]1[CH:25]=[C:26]([C:7]2[CH:8]=[C:9]3[C:4](=[CH:5][CH:6]=2)[NH:3][C:2]([CH3:1])([CH3:21])[CH:11]=[C:10]3[CH2:12][S:43][CH2:42][CH2:41][C:35]2[CH:40]=[CH:39][CH:38]=[CH:37][CH:36]=2)[CH:27]=[CH:28][C:29]=1[O:30][CH3:31]. Procedure: Trifluoromethanesulfonic acid 2,2,4-trimethyl-1,2-dihydroquinolin-6-yl ester was coupled with 3,4-dimethoxyphenylboronic acid. Bromination and coupling reaction with 2-phenylethanethiol gave 10 mg the title compound. Starting materials: BrC=1N=C(C(=NC1CC)N[C@H]1[C@H](CC2=CC=CC=C12)O)CC ((1R,2S)-1-[(5-bromo-3,6-diethylpyrazin-2-yl)amino]-2,3-dihydro-1H-inden-2-ol), C(C)C=1C(=NC(=CN1)CC)NC1CCCC2=CC=CC(=C12)OC (3,6-diethyl-N-(8-methoxy-1,2,3,4-tetrahydronaphthalen-1-yl)pyrazin-2-amine). Product: BrC=1N=C(C(=NC1CC)NC1CCCC2=CC=CC(=C12)OC)CC (5-bromo-3,6-diethyl-N-(8-methoxy-1,2,3,4-tetrahydronaphthalen-1-yl)pyrazin-2-amine). Reaction SMILES: [Br:1]C1N=C(CC)C(N[C@@H]2C3C(=CC=CC=3)C[C@@H]2O)=NC=1CC.[CH2:23]([C:25]1[C:26]([NH:33][CH:34]2[C:43]3[C:38](=[CH:39][CH:40]=[CH:41][C:42]=3[O:44][CH3:45])[CH2:37][CH2:36][CH2:35]2)=[N:27][C:28]([CH2:31][CH3:32])=[CH:29][N:30]=1)[CH3:24]>>[Br:1][C:29]1[N:30]=[C:25]([CH2:23][CH3:24])[C:26]([NH:33][CH:34]2[C:43]3[C:38](=[CH:39][CH:40]=[CH:41][C:42]=3[O:44][CH3:45])[CH2:37][CH2:36][CH2:35]2)=[N:27][C:28]=1[CH2:31][CH3:32]. Reported procedure: Following the procedure for the preparation of (1R,2S)-1-[(5-bromo-3,6-diethylpyrazin-2-yl)amino]-2,3-dihydro-1H-inden-2-ol but substituting 3,6-diethyl-N-(8-methoxy-1,2,3,4-tetrahydronaphthalen-1-yl)pyrazin-2-amine and making non-critical variations provided the title compound as a oil: 1H NMR (300 MHz, CDCl3) δ) 7.23, 6.78, 5.32, 4.31, 3.71, 2.89-2.77, 2.50-2.35, 1.81-1.65, 1.32, 1.18; HRMS (FAB) calcd for C19H24BrN3O+H 390.1181, found 390.1172. Starting materials: BrC1=C2CCCN(C2=CC=C1)C(CCCOC1=C(C(=CC=C1)C)C)=O (1-(5-bromo-3,4-dihydroquinolin-1(2H)-yl)-4-(2,3-dimethylphenoxy)butan-1-one), CC1=C(OCCCC(=O)O)C=CC=C1C (4-(2,3-dimethylphenoxy)butanoic acid), COC(=O)C1(CC1)C(=O)O (1-(methoxycarbonyl)cyclopropanecarboxylic acid). Product: BrC1=C2CCCN(C2=CC=C1)C(=O)C1(CC1)C(=O)OC (Methyl 1-(5-bromo-1,2,3,4-tetrahydroquinoline-1-carbonyl)cyclopropanecarboxylate). Reaction SMILES: [Br:1][C:2]1[CH:11]=[CH:10][CH:9]=[C:8]2[C:3]=1[CH2:4][CH2:5][CH2:6][N:7]2[C:12](=[O:25])[CH2:13][CH2:14][CH2:15]OC1C=CC=C(C)C=1C.CC1C(C)=CC=CC=1OCCCC(O)=O.[CH3:41][O:42][C:43](C1(C(O)=O)CC1)=[O:44]>>[Br:1][C:2]1[CH:11]=[CH:10][CH:9]=[C:8]2[C:3]=1[CH2:4][CH2:5][CH2:6][N:7]2[C:12]([C:13]1([C:43]([O:42][CH3:41])=[O:44])[CH2:14][CH2:15]1)=[O:25]. Procedure: The title compound was prepared using a procedure analogous to 1-(5-bromo-3,4-dihydroquinolin-1(2H)-yl)-4-(2,3-dimethylphenoxy)butan-1-one except that 4-(2,3-dimethylphenoxy)butanoic acid was replaced with 1-(methoxycarbonyl)cyclopropanecarboxylic acid. LCMS, [M+H]+=338.0.